This data is from the Open Reaction Database (ORD), a public repository of structured organic reaction records. The task is: describe an organic reaction: reactants, conditions, products, and yield Starting materials: BrCC(=O)C1=C(C=CC=C1)S(=O)(=O)CC (2-bromo-2′-ethylsulfonylacetophenone), NC1=NC=CC(=C1)C(F)(F)F (2-amino-4-trifluoromethylpyridine). The solvent is C(C)O (ethanol). Reaction conditions: temperature 130 celsius, time 1 hour. The product is C(C)S(=O)(=O)C1=C(C=CC=C1)C=1N=C2N(C=CC(=C2)C(F)(F)F)C1 (2-(2-ethylsulfonylphenyl)-7-trifluoromethyl-imidazo[1,2-a]pyridine). The yield is 26.0%. RXN SMILES: Br[CH2:2][C:3]([C:5]1[CH:10]=[CH:9][CH:8]=[CH:7][C:6]=1[S:11]([CH2:14][CH3:15])(=[O:13])=[O:12])=O.[NH2:16][C:17]1[CH:22]=[C:21]([C:23]([F:26])([F:25])[F:24])[CH:20]=[CH:19][N:18]=1>C(O)C>[CH2:14]([S:11]([C:6]1[CH:7]=[CH:8][CH:9]=[CH:10][C:5]=1[C:3]1[N:16]=[C:17]2[CH:22]=[C:21]([C:23]([F:25])([F:24])[F:26])[CH:20]=[CH:19][N:18]2[CH:2]=1)(=[O:13])=[O:12])[CH3:15]. Procedure details: A mixture of 1.0 g of 2-bromo-2′-ethylsulfonylacetophenone, 334 mg of 2-amino-4-trifluoromethylpyridine and 4 ml of ethanol was refluxed for 1 hour and concentrated under reduced pressure. A mixture of the residue, 250 mg of sodium bicarbonate and 1.5 ml of DMF was stirred at 130° C. for 1 hour. Water was poured to the cooled reaction mixture, and the mixture was extracted with ethyl acetate. The organic layer was washed with water, dried over anhydrous magnesium sulfate, and then concentrated u... As a reaction SMILES: FC(F)(F)C(C1C=CC(OC(F)(OC2C=CC=CC=2)C(F)C(F)(F)F)=CC=1)([C:8]1[CH:13]=[CH:12][C:11]([O:14][C:15]([O:23][C:24]2[CH:29]=[CH:28][CH:27]=[CH:26][CH:25]=2)([F:22])[CH:16]([F:21])[C:17]([F:20])([F:19])[F:18])=[CH:10][CH:9]=1)C(F)(F)F.[F:54][C:55]([O:69][C:70]1[CH:75]=[CH:74][CH:73]=[CH:72][CH:71]=1)([O:62][C:63]1[CH:68]=[CH:67][CH:66]=[CH:65][CH:64]=1)[CH:56]([F:61])[C:57]([F:60])([F:59])[F:58].[O:76](C1C=C(C=CC=1)OC(OC1C=CC=C(OC2C=CC=C(OC3C=CC=CC=3)C=2)C=1)(F)C(F)C(F)(F)F)[C:77]1[CH:82]=[CH:81][CH:80]=[CH:79][CH:78]=1.C1(SC2C=CC(C([C:132]3[CH:137]=[CH:136][C:135]([O:138]C(OC4C=CC=C(OC)C=4)(F)C(F)C(F)(F)F)=[CH:134][CH:133]=3)=O)=CC=2)C=CC=CC=1.[O:158](C1C=CC(C(C2C=CC(OC(OC3C=CC=CC=3)(F)C(F)C(F)(F)F)=CC=2)=O)=CC=1)C1C=CC=CC=1.O(C1C=C(C=CC=1)OC1C=CC(C(C2C=CC(OC(F)(F)C(F)C(F)(F)F)=CC=2)=O)=CC=1)C1C=CC=CC=1.N1C=CC=CC=1OC1C=CC(C(C2C=CC(OC(OC3C=CC=CC=3)(F)C(F)C(F)(F)F)=CC=2)=O)=CC=1>>[O:76]([C:28]1[CH:29]=[C:24]([CH:25]=[CH:26][CH:27]=1)[O:23][C:15]([F:22])([O:14][C:11]1[CH:10]=[CH:9][C:8]([O:158][C:73]2[CH:74]=[CH:75][C:70]([O:69][C:55]([O:62][C:63]3[CH:68]=[CH:67][CH:66]=[C:65]([O:138][C:135]4[CH:136]=[CH:137][CH:132]=[CH:133][CH:134]=4)[CH:64]=3)([F:54])[CH:56]([F:61])[C:57]([F:58])([F:59])[F:60])=[CH:71][CH:72]=2)=[CH:13][CH:12]=1)[CH:16]([F:21])[C:17]([F:20])([F:19])[F:18])[C:77]1[CH:78]=[CH:79][CH:80]=[CH:81][CH:82]=1. Procedure details: Other preferred compounds of the invention include 1,1,1,3,3,3-hexafluoro-2,2-bis(4-(1,2,3,3,3-pentafluoro-1-phenoxypropoxy)phenyl)propane, 1,3-bis(4-(1,2,3,3,3-pentafluoro-1-phenoxypropoxy)benzene, 1-(3-phenoxy-phenoxy)-1-(3-(3-phenoxyphenoxy)phenoxy)-1,2,3,3,3-pentafluoropropane, 4-phenylthio-4'-(1-(3-methoxyphenoxy)-1,2,3,3,3-pentafluoropropoxy)benzophenone, 4-phenoxy-4'-(1-phenoxy-1 ,2,3,3,3-pentafluoropropoxy)benzophenone, 4-(3-phenoxyphenoxy)-4'-(1,1,2,3,3,3-hexafluoropropoxy)benzophenone,... Reactants: O(C1=CC=CC=C1)C1=CC=C(C(=O)C2=CC=C(C=C2)OC(C(C(F)(F)F)F)(F)OC2=CC=CC=C2)C=C1 (4-phenoxy-4'-(1-phenoxy-1 ,2,3,3,3-pentafluoropropoxy)benzophenone), FC(C(C(F)(F)F)(C1=CC=C(C=C1)OC(C(C(F)(F)F)F)(F)OC1=CC=CC=C1)C1=CC=C(C=C1)OC(C(C(F)(F)F)F)(OC1=CC=CC=C1)F)(F)F (1,1,1,3,3,3-hexafluoro-2,2-bis(4-(1,2,3,3,3-pentafluoro-1-phenoxypropoxy)phenyl)propane), C1(=CC=CC=C1)SC1=CC=C(C(=O)C2=CC=C(C=C2)OC(C(C(F)(F)F)F)(F)OC2=CC(=CC=C2)OC)C=C1 (4-phenylthio-4'-(1-(3-methoxyphenoxy)-1,2,3,3,3-pentafluoropropoxy)benzophenone), N1=C(C=CC=C1)OC1=CC=C(C(=O)C2=CC=C(C=C2)OC(C(C(F)(F)F)F)(F)OC2=CC=CC=C2)C=C1 (4-(2-pyridyloxy)-4'-(1-phenoxy-1,2,3,3,3-pentafluoropropoxy)benzophenone), FC(C(C(F)(F)F)F)(OC1=CC=CC=C1)OC1=CC=CC=C1 (4-(1,2,3,3,3-pentafluoro-1-phenoxypropoxy)benzene), O(C1=CC=CC=C1)C=1C=C(OC(C(C(F)(F)F)F)(F)OC2=CC(=CC=C2)OC2=CC(=CC=C2)OC2=CC=CC=C2)C=CC1 (1-(3-phenoxy-phenoxy)-1-(3-(3-phenoxyphenoxy)phenoxy)-1,2,3,3,3-pentafluoropropane), O(C1=CC=CC=C1)C=1C=C(OC2=CC=C(C(=O)C3=CC=C(C=C3)OC(C(C(F)(F)F)F)(F)F)C=C2)C=CC1 (4-(3-phenoxyphenoxy)-4'-(1,1,2,3,3,3-hexafluoropropoxy)benzophenone). Yields the product O(C1=CC=CC=C1)C=1C=C(OC(C(C(F)(F)F)F)(OC2=CC=C(C=C2)OC2=CC=C(C=C2)OC(C(C(F)(F)F)F)(F)OC2=CC(=CC=C2)OC2=CC=CC=C2)F)C=CC1 (bis(4-(1-(3-phenoxyphenoxy)-1,2,3,3,3-pentafluoropropoxy)phenyl) ether). The product is COC(=O)c1ccccc1N=CNc1nnn[nH]1. As a reaction SMILES: [C:11]([c:12]1[c:13]([NH2:14])[cH:15][cH:16][cH:17][cH:18]1)(=[O:19])[O:20][CH3:21].[CH2:1]([O:2][CH:4]=[N:5][c:6]1[n:7][n:8][n:9][nH:10]1)[CH3:3].[CH3:22][CH2:23][O:24][C:25](=[O:26])[CH3:27]>>[CH:4]([NH:5][c:6]1[nH:7][n:8][n:9][n:10]1)=[N:14][c:13]1[c:12]([C:11](=[O:19])[O:20][CH3:21])[cH:18][cH:17][cH:16][cH:15]1. Reactants: COC(=O)c1ccccc1N, CCOC=Nc1nnn[nH]1, CCOC(C)=O.